This data is from the Open Reaction Database (ORD), a public repository of structured organic reaction records. The task is: describe an organic reaction: reactants, conditions, products, and yield The reactants are O=C(C=CC1=CC=C(OCC(=O)OCC)C=C1)C=1C=NC=CC1 (Ethyl 4-[3-oxo-3-(3-pyridyl)-1-propenyl]phenoxyacetate), Pd--C. Solvent: [H][H] (hydrogen), C(C)O (ethanol). Reaction conditions: time 3 hour. Product: O=C(CCC1=CC=C(OCC(=O)OCC)C=C1)C=1C=NC=CC1 (ethyl 4-[3-oxo-3-(3-pyridyl)propyl]phenoxyacetate). Yield: 50.3%. RXN SMILES: [O:1]=[C:2]([C:18]1[CH:19]=[N:20][CH:21]=[CH:22][CH:23]=1)[CH:3]=[CH:4][C:5]1[CH:17]=[CH:16][C:8]([O:9][CH2:10][C:11]([O:13][CH2:14][CH3:15])=[O:12])=[CH:7][CH:6]=1>C(O)C.[H][H]>[O:1]=[C:2]([C:18]1[CH:19]=[N:20][CH:21]=[CH:22][CH:23]=1)[CH2:3][CH2:4][C:5]1[CH:17]=[CH:16][C:8]([O:9][CH2:10][C:11]([O:13][CH2:14][CH3:15])=[O:12])=[CH:7][CH:6]=1. Procedure: Ethyl 4-[3-oxo-3-(3-pyridyl)-1-propenyl]phenoxyacetate (3.85 g) and 1.15 g of 10% Pd--C were suspended in 300 ml of ethanol, and stirred in hydrogen atmosphere at ambient temperature and pressure for three hours. The reaction mixture was filtered, and the filtrate was evaporated under reduced pressure. The residue obtained was subjected to chromatography on a silica gel column, and from a fraction eluted with methylene chloride was obtained 1.95 g of ethyl 4-[3-oxo-3-(3-pyridyl)propyl]phenoxyace... Starting materials: CC1=CC=C(C2=CC=CC=C12)C(=O)Cl (4-methyl-1-naphthoyl chloride), COC=1C=C2C=C(N(C2=CC1)CCN1CCOCC1)C (4-(2-(5-methoxy-2-methyl-1H-indol-1-yl)ethyl)morpholine), [Cl-].[Cl-].C(C)[Al+2] (ethyl aluminum dichloride). The solvent is C(Cl)Cl (CH2Cl2). Product: COC=1C=C2C(=C(N(C2=CC1)CCN1CCOCC1)C)C(=O)C1=CC=C(C2=CC=CC=C12)C ((5-methoxy-2-methyl-1-(2-morpholinoethyl)-1H-indol-3-yl)(4-methylnaphthalen-1-yl)methanone). RXN SMILES: [CH3:1][C:2]1[C:11]2[C:6](=[CH:7][CH:8]=[CH:9][CH:10]=2)[C:5]([C:12](Cl)=[O:13])=[CH:4][CH:3]=1.[CH3:15][O:16][C:17]1[CH:18]=[C:19]2[C:23](=[CH:24][CH:25]=1)[N:22]([CH2:26][CH2:27][N:28]1[CH2:33][CH2:32][O:31][CH2:30][CH2:29]1)[C:21]([CH3:34])=[CH:20]2.[Cl-].[Cl-].C([Al+2])C>C(Cl)Cl>[CH3:15][O:16][C:17]1[CH:18]=[C:19]2[C:23](=[CH:24][CH:25]=1)[N:22]([CH2:26][CH2:27][N:28]1[CH2:33][CH2:32][O:31][CH2:30][CH2:29]1)[C:21]([CH3:34])=[C:20]2[C:12]([C:5]1[C:6]2[C:11](=[CH:10][CH:9]=[CH:8][CH:7]=2)[C:2]([CH3:1])=[CH:3][CH:4]=1)=[O:13] |f:2.3.4|. Reported procedure: To a solution of 4-methyl-1-naphthoyl chloride (84 mg, 0.41 mmol) and 4-(2-(5-methoxy-2-methyl-1H-indol-1-yl)ethyl)morpholine (120 mg, 0.44 mmol) in 8 mL CH2Cl2 at −70° C. was added dropwise ethyl aluminum dichloride (0.5 mL, 0.90 mmol, 1.8 M in toluene). The reaction mixture was allowed to slowly warm to room temperature overnight. The reaction mixture was then partitioned between ethyl acetate and cold H2O, and the aqueous layer extracted twice with ethyl acetate. The combined organic extract ... Reactants: O=C([O-])[O-], CCOC(C)=O, CS(C)=O, CC(C)OC(C)C, CCSC(F)(F)C1(c2ccc(F)cc2F)CO1, [K+], [K+], O, c1nc[nH]n1. Yields the product CCSC(F)(F)C(O)(Cn1cncn1)c1ccc(F)cc1F. RXN SMILES: [C:23](=[O:24])([O-:25])[O-:26].[C:29]([O:30][CH2:31][CH3:32])(=[O:33])[CH3:34].[CH3:42][S:43]([CH3:44])=[O:45].[CH:35]([O:36][CH:37]([CH3:38])[CH3:39])([CH3:40])[CH3:41].[F:1][c:2]1[c:3]([C:9]2([C:12]([F:13])([F:14])[S:15][CH2:16][CH3:17])[O:10][CH2:11]2)[cH:4][cH:5][c:6]([F:8])[cH:7]1.[K+:27].[K+:28].[OH2:46].[nH:18]1[n:19][cH:20][n:21][cH:22]1>>[F:1][c:2]1[c:3]([C:9]([OH:10])([CH2:11][n:18]2[n:19][cH:20][n:21][cH:22]2)[C:12]([F:13])([F:14])[S:15][CH2:16][CH3:17])[cH:4][cH:5][c:6]([F:8])[cH:7]1. Starting materials: C(=O)(O)[O-].[Na+] (NaHCO3), OOS(=O)[O-].[K+] (oxone), ClC1=NC(=NC(=C1)N1[C@@H](CCC1)C(F)(F)F)SC (4-chloro-2-(methylthio)-6-[(2S)-2-(trifluoromethyl)-1-pyrrolidinyl]pyrimidine). Run in O (water), CO (CH3OH), O (water). Conditions: time 8 hour. Yields the product ClC1=NC(=NC(=C1)N1[C@@H](CCC1)C(F)(F)F)S(=O)(=O)C (4-Chloro-2-(methylsulfonyl)-6-[(2S)-2-(trifluoromethyl)-1-pyrrolidinyl]pyrimidine). RXN SMILES: [Cl:1][C:2]1[CH:7]=[C:6]([N:8]2[CH2:12][CH2:11][CH2:10][C@H:9]2[C:13]([F:16])([F:15])[F:14])[N:5]=[C:4](SC)[N:3]=1.O[O:20][S:21]([O-:23])=O.[K+].[C:25]([O-])(O)=O.[Na+]>CO.O>[Cl:1][C:2]1[CH:7]=[C:6]([N:8]2[CH2:12][CH2:11][CH2:10][C@H:9]2[C:13]([F:15])([F:16])[F:14])[N:5]=[C:4]([S:21]([CH3:25])(=[O:23])=[O:20])[N:3]=1 |f:1.2,3.4|. Procedure details: A suspension of 4-chloro-2-(methylthio)-6-[(2S)-2-(trifluoromethyl)-1-pyrrolidinyl]pyrimidine (1.45 g, 4.87 mmol) in CH3OH (15 mL) was cooled in an ice bath and treated slowly with a premixed solution of oxone (3.89 g, 6.33 mmol) in water (5 mL). The reaction was let stir at room temperature overnight. The reaction was diluted with water (20 mL) followed by saturated NaHCO3 (30 mL). The mixture was extracted with EtOAc (3×50 mL). The organic was combined, washed with saturated NaCl solution, dri... Reactants: OCCN1CCNCC1 (N-hydroxyethylpiperazine), compound, C(\C=C\C(=O)O)(=O)O.ClC=1SC=C2C1OC1=C(N=C2N2CCN(CC2)CCO)C=CC=C1 (4-(3-chlorothieno[3,4-b][1,5]benzoxazepin-10-yl)-1-piperazine-ethanol fumarate). Solvent: C1(=CC=CC=C1)C (toluene). Yields the product ClC=1SC=C2C1OC1=C(NC2=O)C=CC=C1 (3-Chlorothieno[3,4-b][1,5]benzoxazepin-10(9H)-one). RXN SMILES: [OH:1]CCN1CCNCC1.C(O)(=O)/C=C/C(O)=O.[Cl:18][C:19]1[S:20][CH:21]=[C:22]2[C:28](N3CCN(CCO)CC3)=[N:27][C:26]3[CH:38]=[CH:39][CH:40]=[CH:41][C:25]=3[O:24][C:23]=12>C1(C)C=CC=CC=1>[Cl:18][C:19]1[S:20][CH:21]=[C:22]2[C:28](=[O:1])[NH:27][C:26]3[CH:38]=[CH:39][CH:40]=[CH:41][C:25]=3[O:24][C:23]=12 |f:1.2|. Procedure details: A 4.0 g. portion of the above product is reacted with 4.0 g. of phosphorus pentachloride in 103 ml. of dry toluene as described in Example 1, giving 3,10-dichloro-thieno[3,4-b][1,5]benzoxazepine which is further reacted with 25 ml. of N-hydroxyethylpiperazine and 25 ml. of dry toluene giving the base compound as a foam which is converted to 4-(3-chlorothieno[3,4-b][1,5]benzoxazepin-10-yl)-1-piperazine-ethanol fumarate, m.p. 144°-145° C. The reactants are NC1=NC(=CC(=N1)OC)OC (2-amino-4,6-dimethoxypyrimidine), ClS(=O)(=O)C1=C(C(=O)OC)C=CC=C1NCC(=O)OC (methyl 2-chlorosulfonyl-3-(N-methoxycarbonylmethylamino)benzoate), [O-]C#N.[Na+] (sodium cyanate), N1=CC=CC=C1 (pyridine), ice water. The solvent is C(C)#N (acetonitrile). Reaction conditions: time 3.5 hour. The product is COC1=NC(=NC(=C1)OC)NC(=O)NS(=O)(=O)C1=C(C=CC=C1NCC(=O)OC)C(=O)OC (N-[(4,6-dimethoxypyrimidin-2-yl)amino-carbonyl]-2-methoxycarbonyl-6-(N-methoxycarbonylmethylamino)benzenesulfonamide), solid. Reaction SMILES: [NH2:1][C:2]1[N:7]=[C:6]([O:8][CH3:9])[CH:5]=[C:4]([O:10][CH3:11])[N:3]=1.Cl[S:13]([C:16]1[C:25]([NH:26][CH2:27][C:28]([O:30][CH3:31])=[O:29])=[CH:24][CH:23]=[CH:22][C:17]=1[C:18]([O:20][CH3:21])=[O:19])(=[O:15])=[O:14].[O-:32][C:33]#[N:34].[Na+].N1C=CC=CC=1>C(#N)C>[CH3:9][O:8][C:6]1[CH:5]=[C:4]([O:10][CH3:11])[N:3]=[C:2]([NH:1][C:33]([NH:34][S:13]([C:16]2[C:25]([NH:26][CH2:27][C:28]([O:30][CH3:31])=[O:29])=[CH:24][CH:23]=[CH:22][C:17]=2[C:18]([O:20][CH3:21])=[O:19])(=[O:15])=[O:14])=[O:32])[N:7]=1 |f:2.3|. Reported procedure: In succession, 0.54 g of 2-amino-4,6-dimethoxypyrimidine and 1.50 g of methyl 2-chlorosulfonyl-3-(N-methoxycarbonylmethylamino)benzoate are added at room temperature to a suspension of 0.61 g of sodium cyanate, 0.8 ml of pyridine and 18 ml of acetonitrile. The reaction mixture is stirred at room temperature for 3.5 h and then poured into ice-water. For purification the sulfonylurea which is separated out is stirred in a little methanol, separated off by means of filtration and dried. The resulti... The reactants are CC(C)(C)c1nc(C2CCC2)cc(N2CCN(CCCCl)CC2)n1, CN(C)C=O, [I-], [Li+], [Na+], [OH-], Sc1ccncc1. Yields the product Cl, CC(C)(C)c1nc(C2CCC2)cc(N2CCN(CCCSc3ccncc3)CC2)n1. RXN SMILES: [C:12]([CH3:13])([CH3:14])([CH3:15])[c:16]1[n:17][c:18]([CH:32]2[CH2:33][CH2:34][CH2:35]2)[cH:19][c:20]([N:22]2[CH2:23][CH2:24][N:25]([CH2:28][CH2:29][CH2:30][Cl:31])[CH2:26][CH2:27]2)[n:21]1.[CH3:36][N:37]([CH3:38])[CH:39]=[O:40].[I-:11].[Li+:8].[Na+:10].[OH-:9].[SH:1][c:2]1[cH:3][cH:4][n:5][cH:6][cH:7]1>>[ClH:31].[S:1]([c:2]1[cH:3][cH:4][n:5][cH:6][cH:7]1)[CH2:30][CH2:29][CH2:28][N:25]1[CH2:24][CH2:23][N:22]([c:20]2[cH:19][c:18]([CH:32]3[CH2:33][CH2:34][CH2:35]3)[n:17][c:16]([C:12]([CH3:13])([CH3:14])[CH3:15])[n:21]2)[CH2:27][CH2:26]1. The reactants are IC1=NC(=CC=C1OC1=CC=NC2=CC(=C(C=C12)OC)OC)C (4-[(2-Iodo-6-methyl-3-pyridyl)oxy]-6,7-dimethoxyquinoline), IC1=NC(=CC=C1OC1=CC=NC2=CC(=C(C=C12)OC)OC)C (4-[(2-Iodo-6-methyl-3-pyridyl)oxy]-6,7-dimethoxyquinoline), ClC1=CC=C(C=C1)B(O)O (4-chlorophenylboronic acid), tetrakistriphenylphosphine palladium, C(O)([O-])=O.[Na+] (sodium hydrogencarbonate). Solvent: C1(=CC=CC=C1)C (toluene). Run at temperature 80 celsius, time 3 hour. Yields the product ClC1=CC=C(C=C1)C1=NC(=CC=C1OC1=CC=NC2=CC(=C(C=C12)OC)OC)C (4-[2-(4-Chlorophenyl)-6-methyl-pyridin-3-yloxy]-6,7-dimethoxy-quinoline). Yield: 91.4%. Reaction SMILES: I[C:2]1[C:7]([O:8][C:9]2[C:18]3[C:13](=[CH:14][C:15]([O:21][CH3:22])=[C:16]([O:19][CH3:20])[CH:17]=3)[N:12]=[CH:11][CH:10]=2)=[CH:6][CH:5]=[C:4]([CH3:23])[N:3]=1.[Cl:24][C:25]1[CH:30]=[CH:29][C:28](B(O)O)=[CH:27][CH:26]=1.C(=O)([O-])O.[Na+]>C1(C)C=CC=CC=1>[Cl:24][C:25]1[CH:30]=[CH:29][C:28]([C:2]2[C:7]([O:8][C:9]3[C:18]4[C:13](=[CH:14][C:15]([O:21][CH3:22])=[C:16]([O:19][CH3:20])[CH:17]=4)[N:12]=[CH:11][CH:10]=3)=[CH:6][CH:5]=[C:4]([CH3:23])[N:3]=2)=[CH:27][CH:26]=1 |f:2.3|. Reported procedure: 4-[(2-Iodo-6-methyl-3-pyridyl)oxy]-6,7-dimethoxyquinoline (compound 116) (84 mg), 4-chlorophenylboronic acid (156 mg), and tetrakistriphenylphosphine palladium (12 mg) were dissolved in toluene (1 ml) to prepare a solution. A saturated aqueous sodium hydrogencarbonate solution (1 ml) was added to the solution, and the mixture was stirred at 80° C. for 3 hr. The reaction solution was filtered, the solvent was then removed by distillation under the reduced pressure, and the residue was purified by... Reactants: [BH4-], CO, CC(=O)O, [Na+], CC(=O)C=CC1C(C)(C)CC(O)CC1(C)O. The product is CC(O)C=CC1C(C)(C)CC(O)CC1(C)O. As a reaction SMILES: [BH4-:19].[CH3:1][OH:2].[CH3:21][C:22](=[O:23])[OH:24].[Na+:20].[OH:3][C:4]1([CH3:18])[CH:5]([CH:13]=[CH:14][C:15]([CH3:16])=[O:17])[C:6]([CH3:11])([CH3:12])[CH2:7][CH:8]([OH:10])[CH2:9]1>>[OH:3][C:4]1([CH3:18])[CH:5]([CH:13]=[CH:14][CH:15]([CH3:16])[OH:17])[C:6]([CH3:11])([CH3:12])[CH2:7][CH:8]([OH:10])[CH2:9]1.